This data is from the Open Reaction Database (ORD), a public repository of structured organic reaction records. The task is: describe an organic reaction: reactants, conditions, products, and yield The reactants are [C-]#[C-].[Li+].[Li+] (lithium acetylide), C(C)(C)(C)OC(=O)N1CC(C(CC1)C)COS(=O)(=O)C1=CC=C(C=C1)C ((+/−)-4-methyl-3-(toluene-4-sulfonyloxymethyl)-piperidine-1-carboxylic acid tert-butyl ester). The solvent is CS(=O)C (DMSO), CS(=O)C (DMSO). Conditions: temperature 8 celsius, time 4.5 hour. The product is C(C)(C)(C)OC(=O)N1CC(C(CC1)C)CC#C ((+/−)-4-methyl-3-prop-2-ynyl-piperidine-1-carboxylic acid tert-butyl ester). Reaction SMILES: [C-:1]#[C-:2].[Li+].[Li+].[C:5]([O:9][C:10]([N:12]1[CH2:17][CH2:16][CH:15]([CH3:18])[CH:14]([CH2:19]OS(C2C=CC(C)=CC=2)(=O)=O)[CH2:13]1)=[O:11])([CH3:8])([CH3:7])[CH3:6]>CS(C)=O>[C:5]([O:9][C:10]([N:12]1[CH2:17][CH2:16][CH:15]([CH3:18])[CH:14]([CH2:19][C:1]#[CH:2])[CH2:13]1)=[O:11])([CH3:6])([CH3:7])[CH3:8] |f:0.1.2|. Reported procedure: A flask containing lithium acetylide, ethylene diamine complex (3.82 g, 37.4 mmol) was taken up in dry DMSO (50 mL) and cooled to approximately 8° C. (dilute ice bath) under argon atmosphere. To the cooled mixture was added a solution of (+/−)-4-methyl-3-(toluene-4-sulfonyloxymethyl)-piperidine-1-carboxylic acid tert-butyl ester (6.91 g, 17.79 mmol) in dry DMSO (40 mL), via slow drop-wise addition. The dark brown-black mixture was stirred vigorously to ambient temperature for 4.5 hours. The reac... The reactants are ClS(=O)(=O)C1=NN2C(=NC(=CC2=N1)C)OC (2-Chlorosulfonyl-5-methoxy-7-methyl[1,2,4]triazolo[1,5-c]pyrimidine), NC=1C=NC=CC1OCC (3-amino-4-ethoxypyridine), ClCCl (dichloromethane). Solvent: N1=CC=CC=C1 (pyridine). Yields the product C(C)OC1=C(C=NC=C1)NS(=O)(=O)C1=NN2C(=NC(=CC2=N1)C)OC (N-(4-Ethoxy-3-pyridinyl)-5-methoxy-7-methyl[1,2,4]triazolo[1,5-c]pyrimidine-2-sulfonamide). As a reaction SMILES: Cl[S:2]([C:5]1[N:13]=[C:12]2[N:7]([C:8]([O:15][CH3:16])=[N:9][C:10]([CH3:14])=[CH:11]2)[N:6]=1)(=[O:4])=[O:3].[NH2:17][C:18]1[CH:19]=[N:20][CH:21]=[CH:22][C:23]=1[O:24][CH2:25][CH3:26].ClCCl>N1C=CC=CC=1>[CH2:25]([O:24][C:23]1[CH:22]=[CH:21][N:20]=[CH:19][C:18]=1[NH:17][S:2]([C:5]1[N:13]=[C:12]2[N:7]([C:8]([O:15][CH3:16])=[N:9][C:10]([CH3:14])=[CH:11]2)[N:6]=1)(=[O:4])=[O:3])[CH3:26]. Procedure details: 2-Chlorosulfonyl-5-methoxy-7-methyl[1,2,4]triazolo[1,5-c]pyrimidine (1.5 g, 5.7 mmol) was added to a solution of 0.8 g (5.7 mmol) of 3-amino-4-ethoxypyridine in 30 mL of dry pyridine in portions over 10 minutes with stirring. After 16 hours the reaction mixture was poured into 400 mL of dichloromethane. The resulting mixture was washed with 150 mL of water, dried over magnesium smlfate, and filtered. The liltrate was combined with 5 g of silica gel and the mixture was concentrated by evaporation... The reactants are CCO, CCN(C(C)C)C(C)C, c1ccc2c(c1)[nH]c1cccc(OCC3CO3)c12, C1=CCC2CNC(C1)CN2c1ccc2ccccc2c1. Product: OC(COc1cccc2[nH]c3ccccc3c12)CN1CC2CC=CCC1CN2c1ccc2ccccc2c1. RXN SMILES: [CH3:48][CH2:49][OH:50].[CH:39]([N:40]([CH2:41][CH3:42])[CH:43]([CH3:44])[CH3:45])([CH3:46])[CH3:47].[O:1]1[CH:2]([CH2:4][O:5][c:6]2[cH:7][cH:8][cH:9][c:10]3[nH:11][c:12]4[cH:13][cH:14][cH:15][cH:16][c:17]4[c:18]23)[CH2:3]1.[cH:19]1[c:20]([N:29]2[CH:30]3[CH2:31][CH:32]=[CH:33][CH2:34][CH:35]([CH2:36]2)[NH:37][CH2:38]3)[cH:21][cH:22][c:23]2[cH:24][cH:25][cH:26][cH:27][c:28]12>>[OH:1][CH:2]([CH2:3][N:37]1[CH:35]2[CH2:34][CH:33]=[CH:32][CH2:31][CH:30]([N:29]([c:20]3[cH:19][c:28]4[c:23]([cH:22][cH:21]3)[cH:24][cH:25][cH:26][cH:27]4)[CH2:36]2)[CH2:38]1)[CH2:4][O:5][c:6]1[cH:7][cH:8][cH:9][c:10]2[nH:11][c:12]3[cH:13][cH:14][cH:15][cH:16][c:17]3[c:18]12. The reactants are CC1(C)CC(=O)OC(=O)C1, ClCCl, CN(C(=O)Oc1ccc(N)cn1)c1ccccc1. Product: CN(C(=O)Oc1ccc(NC(=O)CC(C)(C)CC(=O)O)cn1)c1ccccc1. As a reaction SMILES: [CH3:19][C:20]1([CH3:28])[CH2:21][C:22](=[O:23])[O:24][C:25](=[O:27])[CH2:26]1.[Cl:29][CH2:30][Cl:31].[NH2:1][c:2]1[cH:3][cH:4][c:5]([O:8][C:9]([N:10]([c:11]2[cH:12][cH:13][cH:14][cH:15][cH:16]2)[CH3:17])=[O:18])[n:6][cH:7]1>>[NH:1]([c:2]1[cH:3][cH:4][c:5]([O:8][C:9]([N:10]([c:11]2[cH:12][cH:13][cH:14][cH:15][cH:16]2)[CH3:17])=[O:18])[n:6][cH:7]1)[C:25]([CH2:26][C:20]([CH3:19])([CH2:21][C:22](=[O:23])[OH:24])[CH3:28])=[O:27].